This data is from the Open Reaction Database (ORD), a public repository of structured organic reaction records. The task is: describe an organic reaction: reactants, conditions, products, and yield Reactants: CN(C(CN1C(C(=C(C2=NC=C(C=C12)CC1=CC=C(C=C1)F)O)C(=O)OCC)=O)=O)C (ethyl 1-[2-(dimethylamino)-2-oxoethyl]-7-[(4-fluorophenyl)methyl]-4-hydroxy-2-oxo-1,2-dihydro-1,5-naphthyridine-3-carboxylate), NCCN(S(=O)(=O)C)C (N-(2-aminoethyl)-N-methylmethanesulfonamide). The product is CN(C(CN1C(C(=C(C2=NC=C(C=C12)CC1=CC=C(C=C1)F)O)C(=O)NCCN(S(=O)(=O)C)C)=O)=O)C (1-[2-(Dimethylamino)-2-oxoethyl]-7-[(4-fluorophenyl)methyl]-4-hydroxy-N-{2-[methyl(methylsulfonyl)amino]ethyl}-2-oxo-1,2-dihydro-1,5-naphthyridine-3-carboxamide). RXN SMILES: [CH3:1][N:2]([CH3:31])[C:3](=[O:30])[CH2:4][N:5]1[C:14]2[C:9](=[N:10][CH:11]=[C:12]([CH2:15][C:16]3[CH:21]=[CH:20][C:19]([F:22])=[CH:18][CH:17]=3)[CH:13]=2)[C:8]([OH:23])=[C:7]([C:24](OCC)=[O:25])[C:6]1=[O:29].[NH2:32][CH2:33][CH2:34][N:35]([CH3:40])[S:36]([CH3:39])(=[O:38])=[O:37]>>[CH3:1][N:2]([CH3:31])[C:3](=[O:30])[CH2:4][N:5]1[C:14]2[C:9](=[N:10][CH:11]=[C:12]([CH2:15][C:16]3[CH:17]=[CH:18][C:19]([F:22])=[CH:20][CH:21]=3)[CH:13]=2)[C:8]([OH:23])=[C:7]([C:24]([NH:32][CH2:33][CH2:34][N:35]([CH3:40])[S:36]([CH3:39])(=[O:38])=[O:37])=[O:25])[C:6]1=[O:29]. Procedure: This compound was prepared from ethyl 1-[2-(dimethylamino)-2-oxoethyl]-7-[(4-fluorophenyl)methyl]-4-hydroxy-2-oxo-1,2-dihydro-1,5-naphthyridine-3-carboxylate and N-(2-aminoethyl)-N-methylmethanesulfonamide employing methods similar to those described in Example 245 and was purified by reverse phase preparative HPLC (C-18 stationary phase; 10-100% CH3CN/water/0.1% formic acid mobile phase). The product was obtained as a cream-colored solid: 1H NMR (d6-DMSO) δ 10.20 (1H, br t, J=6 Hz), 8.51 (1H, s...